This data is from the Open Reaction Database (ORD), a public repository of structured organic reaction records. The task is: describe an organic reaction: reactants, conditions, products, and yield Starting materials: CN(C1=CC(=C(C=C1)OC1=NC=C(C=C1)[N+](=O)[O-])C)CC(=O)O ({methyl[3-methyl-4-(5-nitropyridin-2-yloxy)phenyl]amino}acetic acid), Cl.C(C)N=C=NCCCN(C)C (1-ethyl-3-(3-dimethylaminopropyl)carbodiimide hydrochloride), O.ON1N=NC2=C1C=CC=C2 (1-hydroxybenzotriazole monohydrate), C(C1=CC=2OCOC2C=C1)N1CCNCC1 (1-piperonylpiperazine). The solvent is O (water), CN(C)C=O (DMF). Reaction conditions: time 15 hour. The product is C(C1=CC=2OCOC2C=C1)N1CCN(CC1)C(CN(C1=CC(=C(C=C1)OC1=NC=C(C=C1)[N+](=O)[O-])C)C)=O (1-(4-piperonylpiperazin-1-yl)-2-{methyl-[3-methyl-4-(5-nitropyridin-2-yloxy)phenyl]amino}-ethanone). Reaction SMILES: [CH3:1][N:2]([CH2:20][C:21]([OH:23])=O)[C:3]1[CH:8]=[CH:7][C:6]([O:9][C:10]2[CH:15]=[CH:14][C:13]([N+:16]([O-:18])=[O:17])=[CH:12][N:11]=2)=[C:5]([CH3:19])[CH:4]=1.Cl.C(N=C=NCCCN(C)C)C.O.ON1C2C=CC=CC=2N=N1.[CH2:47]([N:57]1[CH2:62][CH2:61][NH:60][CH2:59][CH2:58]1)[C:48]1[CH:56]=[CH:55][C:54]2[O:53][CH2:52][O:51][C:50]=2[CH:49]=1>CN(C=O)C.O>[CH2:47]([N:57]1[CH2:62][CH2:61][N:60]([C:21](=[O:23])[CH2:20][N:2]([CH3:1])[C:3]2[CH:8]=[CH:7][C:6]([O:9][C:10]3[CH:15]=[CH:14][C:13]([N+:16]([O-:18])=[O:17])=[CH:12][N:11]=3)=[C:5]([CH3:19])[CH:4]=2)[CH2:59][CH2:58]1)[C:48]1[CH:56]=[CH:55][C:54]2[O:53][CH2:52][O:51][C:50]=2[CH:49]=1 |f:1.2,3.4|. Reported procedure: To a solution of {methyl[3-methyl-4-(5-nitropyridin-2-yloxy)phenyl]amino}acetic acid (0.93 g, 2.9 mmol) in DMF (40 mL) were added 1-ethyl-3-(3-dimethylaminopropyl)carbodiimide hydrochloride (0.67 g, 3.5 mmol), 1-hydroxybenzotriazole monohydrate (0.54 g, 3.5 mmol), and 1-piperonylpiperazine (0.68 g, 3.08 mmol). The reaction mixture was stirred for 15 hours at room temperature under a nitrogen atmosphere. To the resulting solution was added water and extracted with ethyl acetate. The ethyl acetate... Reactants: NC(C(=O)N)C1=C(C=C(C(=C1)OC)Cl)Cl (2-amino-2-(2,4-dichloro-5-methoxyphenyl)acetamide), Cl (hydrochloric acid), C([O-])([O-])=O.[Na+].[Na+] (sodium carbonate), BrC(C(=O)C(F)(F)F)Br (1,1-dibromo-3,3,3-trifluoroacetone). Run in O (water), O (water). Reaction conditions: time 30 minute. Product: desired compound, ClC1=C(C=C(C(=C1)Cl)OC)C=1C(NC(=CN1)C(F)(F)F)=O (3-(2,4-dichloro-5-methoxyphenyl)-6-trifluoromethyl-2-oxo-1,2-dihydropyrazin). Reaction SMILES: C(=O)([O-])[O-].[Na+].[Na+].Br[CH:8](Br)[C:9]([C:11]([F:14])([F:13])[F:12])=O.[NH2:16][CH:17]([C:21]1[CH:26]=[C:25]([O:27][CH3:28])[C:24]([Cl:29])=[CH:23][C:22]=1[Cl:30])[C:18]([NH2:20])=[O:19].Cl>O>[Cl:30][C:22]1[CH:23]=[C:24]([Cl:29])[C:25]([O:27][CH3:28])=[CH:26][C:21]=1[C:17]1[C:18](=[O:19])[NH:20][C:9]([C:11]([F:14])([F:13])[F:12])=[CH:8][N:16]=1 |f:0.1.2|. Procedure: To a mixed solution of 16.7 g of sodium carbonate and 60 ml of water was added dropwise 10.6 g of 1,1-dibromo-3,3,3-trifluoroacetone at such a rate that the temperature of the reaction mixture became not higher than 55° C. After completion of the dropwise addition, the mixture was stirred at room temperature for 30 minutes, followed by adding 80 ml of water and then 7.42 g of 2-amino-2-(2,4-dichloro-5-methoxyphenyl)acetamide, and the reaction was allowed to proceed at 60° C. for 2 hours. After c... Starting materials: C(C)(C)(C)OC(=O)NC(C)C=1C=C(C(=O)OC)C=CC1 (methyl 3-{1-[(tert-butoxycarbonyl)amino]ethyl}benzoate). The solvent is FC(C(=O)O)(F)F (trifluoroacetic acid), ClCCl (dichloromethane). Product: NC(C)C=1C=C(C(=O)OC)C=CC1 (methyl 3-(1-aminoethyl)benzoate). The yield is 100.7%. As a reaction SMILES: C(OC([NH:8][CH:9]([C:11]1[CH:12]=[C:13]([CH:18]=[CH:19][CH:20]=1)[C:14]([O:16][CH3:17])=[O:15])[CH3:10])=O)(C)(C)C>FC(F)(F)C(O)=O.ClCCl>[NH2:8][CH:9]([C:11]1[CH:12]=[C:13]([CH:18]=[CH:19][CH:20]=1)[C:14]([O:16][CH3:17])=[O:15])[CH3:10]. Procedure: A solution of methyl 3-{1-[(tert-butoxycarbonyl)amino]ethyl}benzoate (200 mg, 0.72 mmol) in 20% trifluoroacetic acid in dichloromethane (10 mL) was stirred at room temperature for 1.5 hours. After this time the mixture was concentrated under reduced pressure and the residue was dissolved in water and basified to pH 11 with aqueous ammonia. The mixture was extracted with ethyl acetate (2×15 mL) and the extracts were washed with brine (20 mL), dried (Na2SO4) and concentrated under reduced pressure... Reactants: O (Water), NC1=NC(=C(C(=C1C#N)C1=CC=C(C=C1)OCCOC)C#N)S (2-amino-4-[4-(2-methoxyethoxy)phenyl]-6-sulfanylpyridine-3,5-dicarbonitrile), BrC(C)C=1C=C(C=CC1)C(=O)OC (rac-Methyl 3-(1-bromoethyl)benzenecarboxylate), C([O-])(O)=O.[Na+] (sodium bicarbonate). The solvent is CN(C)C=O (DMF). Reaction conditions: time 8 hour. Product: NC1=C(C(=C(C(=N1)SC(C)C=1C=C(C=CC1)C(=O)OC)C#N)C1=CC=C(C=C1)OCCOC)C#N (rac-Methyl 3-[1-({6-amino-3,5-dicyano-4-[4-(2-methoxyethoxy)phenyl]pyridin-2-yl}sulfanyl)-ethyl]benzenecarboxylate). As a reaction SMILES: [NH2:1][C:2]1[C:7]([C:8]#[N:9])=[C:6]([C:10]2[CH:15]=[CH:14][C:13]([O:16][CH2:17][CH2:18][O:19][CH3:20])=[CH:12][CH:11]=2)[C:5]([C:21]#[N:22])=[C:4]([SH:23])[N:3]=1.Br[CH:25]([C:27]1[CH:28]=[C:29]([C:33]([O:35][CH3:36])=[O:34])[CH:30]=[CH:31][CH:32]=1)[CH3:26].C(=O)(O)[O-].[Na+].O>CN(C=O)C>[NH2:1][C:2]1[N:3]=[C:4]([S:23][CH:25]([C:27]2[CH:28]=[C:29]([C:33]([O:35][CH3:36])=[O:34])[CH:30]=[CH:31][CH:32]=2)[CH3:26])[C:5]([C:21]#[N:22])=[C:6]([C:10]2[CH:11]=[CH:12][C:13]([O:16][CH2:17][CH2:18][O:19][CH3:20])=[CH:14][CH:15]=2)[C:7]=1[C:8]#[N:9] |f:2.3|. Procedure: 300 mg (0.919 mmol) of 2-amino-4-[4-(2-methoxyethoxy)phenyl]-6-sulfanylpyridine-3,5-dicarbonitrile (Example 15A), 245 mg (1.01 mmol) of methyl 3-(1-bromoethyl)benzenecarboxylate (Example 61A) and 231 mg (2.76 mmol) of sodium bicarbonate were dissolved in 3 ml of DMF and the mixture was stirred at RT overnight. Water was added to the reaction mixture until a clear solution had formed. The solution was purified by preparative HPLC (Chromasil, water/acetonitrile+0.1% trifluoroacetic acid). The reactants are Cc1ccccc1, CCOC(C)=O, O=C(OCc1ccc([N+](=O)[O-])cc1)N1CCN(CC2CC(SC(c3ccccc3)(c3ccccc3)c3ccccc3)CN2C(=O)OCc2ccc([N+](=O)[O-])cc2)CC1, O=C(O)C(F)(F)F, OCCS. Yields the product O=C(OCc1ccc([N+](=O)[O-])cc1)N1CCN(CC2CC(S)CN2C(=O)OCc2ccc([N+](=O)[O-])cc2)CC1. As a reaction SMILES: [CH3:70][c:71]1[cH:72][cH:73][cH:74][cH:75][cH:76]1.[CH3:77][CH2:78][O:79][C:80](=[O:81])[CH3:82].[N+:1](=[O:2])([O-:3])[c:4]1[cH:5][cH:6][c:7]([CH2:8][O:9][C:10](=[O:11])[N:12]2[CH:13]([CH2:37][N:38]3[CH2:39][CH2:40][N:41]([C:44](=[O:45])[O:46][CH2:47][c:48]4[cH:49][cH:50][c:51]([N+:54](=[O:55])[O-:56])[cH:52][cH:53]4)[CH2:42][CH2:43]3)[CH2:14][CH:15]([S:17][C:18]([c:19]3[cH:20][cH:21][cH:22][cH:23][cH:24]3)([c:25]3[cH:26][cH:27][cH:28][cH:29][cH:30]3)[c:31]3[cH:32][cH:33][cH:34][cH:35][cH:36]3)[CH2:16]2)[cH:57][cH:58]1.[OH:63][C:64]([C:65]([F:66])([F:67])[F:68])=[O:69].[SH:59][CH2:60][CH2:61][OH:62]>>[N+:1](=[O:2])([O-:3])[c:4]1[cH:5][cH:6][c:7]([CH2:8][O:9][C:10](=[O:11])[N:12]2[CH:13]([CH2:37][N:38]3[CH2:39][CH2:40][N:41]([C:44](=[O:45])[O:46][CH2:47][c:48]4[cH:49][cH:50][c:51]([N+:54](=[O:55])[O-:56])[cH:52][cH:53]4)[CH2:42][CH2:43]3)[CH2:14][CH:15]([SH:17])[CH2:16]2)[cH:57][cH:58]1. Starting materials: Cl (hydrochloric acid), C1(CC1)COC=1C(=CC(=NC1)C(=O)OC)F (methyl 5-(cyclopropylmethoxy)-4-fluoropyridine-2-carboxylate), C1CCOC1 (THF), [OH-].[Li+] (lithium hydroxide). Run at time 20 minute. The yield is 94.7%. Reaction SMILES: [CH:1]1([CH2:4][O:5][C:6]2[C:7]([F:16])=[CH:8][C:9]([C:12]([O:14]C)=[O:13])=[N:10][CH:11]=2)[CH2:3][CH2:2]1.C1COCC1.[OH-].[Li+].Cl>CO>[CH:1]1([CH2:4][O:5][C:6]2[C:7]([F:16])=[CH:8][C:9]([C:12]([OH:14])=[O:13])=[N:10][CH:11]=2)[CH2:3][CH2:2]1 |f:2.3|. Product: C1(CC1)COC=1C(=CC(=NC1)C(=O)O)F (5-(cyclopropylmethoxy)-4-fluoropyridine-2-carboxylic Acid). Procedure: To a solution of methyl 5-(cyclopropylmethoxy)-4-fluoropyridine-2-carboxylate (1.07 g) in a mixed solvent of THF (10 mL) and methanol (1.1 mL) was added 2 M lithium hydroxide aqueous solution (4.75 mL), and the mixture was stirred at room temperature for 20 min. The reaction mixture was allowed to cool to room temperature, and neutralized with 1 M hydrochloric acid, and the mixture was extracted with ethyl acetate. The obtained organic layer was washed with saturated brine, and dried over anhydr... Run in CO (methanol). Starting materials: CC1=C(C=CC(=C1)C)CC(CCC(=O)OCC)=O (ethyl 5-(2',4'-dimethylphenyl)-4-ketopentanoate), [Na] (sodium), C(C)O (ethanol). Run in C1(=CC=CC=C1)C (toluene). The product is CC1=C(C=CC(=C1)C)C1C(CCC1=O)=O (2-(2',4'-dimethylphenyl)-1,3-cyclopentanedione). The yield is 49.2%. Reaction SMILES: [CH3:1][C:2]1[CH:7]=[C:6]([CH3:8])[CH:5]=[CH:4][C:3]=1[CH2:9][C:10](=[O:18])[CH2:11][CH2:12][C:13]([O:15]CC)=O.[Na].C(O)C>C1(C)C=CC=CC=1>[CH3:1][C:2]1[CH:7]=[C:6]([CH3:8])[CH:5]=[CH:4][C:3]=1[CH:9]1[C:10](=[O:18])[CH2:11][CH2:12][C:13]1=[O:15] |^1:18|. Reported procedure: Utilizing 21.46 g. (0.0864 mol) of ethyl 5-(2',4'-dimethylphenyl)-4-ketopentanoate, 4.00 g. (0.173 mol) of sodium, 125 ml of dry ethanol, 200 ml of toluene, and the procedure described in Example I, Part D, 8.60 g (49% yield) of 2-(2',4'-dimethylphenyl)-1,3-cyclopentanedione was obtained as a white, crystalline solid, m.p. 198.0°-200.5° C. Yields the product S1C(=CC=C1)CCCN (3-(2-thienyl)propylamine). Reaction SMILES: Cl.[S:2]1[CH:6]=[CH:5][CH:4]=[C:3]1[CH2:7][CH2:8][CH2:9][NH2:10]>CN(C)C=O>[S:2]1[CH:6]=[CH:5][CH:4]=[C:3]1[CH2:7][CH2:8][CH2:9][NH2:10] |f:0.1|. Reported procedure: A solution of 4.1 g of 3-(2-thienyl)propylamine (obtained from the hydrochloride by standard procedures) in about 100 ml of dimethylformamide was cooled to 0° C. and 5.7 g of solid 90% 1,1'-thiocarbonyldiimidazole was added. The mixture was allowed to warm slowly to room temperature and then stirred for 16 hours. It was then poured into water and the resulting aqueous mixture was extracted with three portions of ethyl acetate. Saturated sodium chloride solution was added to break up any emulsion... Reactants: Cl.S1C(=CC=C1)CCCN (3-(2-thienyl)propylamine hydrochloride). Run in CN(C=O)C (dimethylformamide). Product: COC(=CC=Cc1cc2ccccc2[nH]1)C(=O)NCc1ccccc1. Reactants: C[Al](C)C, Cc1ccccc1, CC(C)O, NCc1ccccc1, COC(=CC=Cc1cc2ccccc2[nH]1)C(=O)[O-]. Reaction SMILES: [CH3:27][Al:28]([CH3:29])[CH3:30].[CH3:31][c:32]1[cH:33][cH:34][cH:35][cH:36][cH:37]1.[CH:38]([OH:39])([CH3:40])[CH3:41].[NH2:19][CH2:20][c:21]1[cH:22][cH:23][cH:24][cH:25][cH:26]1.[nH:1]1[c:2]([CH:10]=[CH:11][CH:12]=[C:13]([C:14](=[O:15])[O-:16])[O:17][CH3:18])[cH:3][c:4]2[cH:5][cH:6][cH:7][cH:8][c:9]12>>[nH:1]1[c:2]([CH:10]=[CH:11][CH:12]=[C:13]([C:14](=[O:16])[NH:19][CH2:20][c:21]2[cH:22][cH:23][cH:24][cH:25][cH:26]2)[O:17][CH3:18])[cH:3][c:4]2[cH:5][cH:6][cH:7][cH:8][c:9]12.